This data is from the Open Reaction Database (ORD), a public repository of structured organic reaction records. The task is: describe an organic reaction: reactants, conditions, products, and yield Starting materials: C(C)(=O)Cl (acetyl chloride), C(C)(C)(C)OC(=O)N1CCC2=C(CC1)SC(=N2)N (2-amino-4,5,7,8-tetrahydro-thiazolo[4,5-d]azepine-6-carboxylic acid tert-butyl ester). Run in N1=CC=CC=C1 (pyridine), ClCCl (dichlormethane), O (water). Conditions: time 3 hour. The product is C(C)(C)(C)OC(=O)N1CCC2=C(CC1)SC(=N2)NC(C)=O (2-Acetylamino-4,5,7,8-tetrahydro-thiazolo[4,5-d]azepine-6-carboxylic acid tert-butyl ester). Isolated yield 35.2%. As a reaction SMILES: [C:1](Cl)(=[O:3])[CH3:2].[C:5]([O:9][C:10]([N:12]1[CH2:18][CH2:17][C:16]2[S:19][C:20]([NH2:22])=[N:21][C:15]=2[CH2:14][CH2:13]1)=[O:11])([CH3:8])([CH3:7])[CH3:6]>N1C=CC=CC=1.ClCCl.O>[C:5]([O:9][C:10]([N:12]1[CH2:18][CH2:17][C:16]2[S:19][C:20]([NH:22][C:1](=[O:3])[CH3:2])=[N:21][C:15]=2[CH2:14][CH2:13]1)=[O:11])([CH3:8])([CH3:6])[CH3:7]. Procedure details: 95 mg acetyl chloride was added to 312 mg 2-amino-4,5,7,8-tetrahydro-thiazolo[4,5-d]azepine-6-carboxylic acid tert-butyl ester in 5 mL pyridine at 15° C. The reaction was stirred 3 h at RT. The reaction was diluted with dichlormethane and 1 mL water was added. The solution was filtered over 40 mL Alox and 100 mL Extrelut and evaporated to give 127 mg of the desired product. (M+H)+: 312